Dataset: the Open Reaction Database (ORD), a public repository of structured organic reaction records. Task: describe an organic reaction: reactants, conditions, products, and yield Reactants: S(=O)(=O)(Cl)Cl (sulfuryl chloride), C(C)(C)(C)C=1C=C(C=C(C1O)C(C)(C)C)C(C)=O (1-(3,5-di-tert.butyl-4-hydroxyphenyl)-ethanone). The solvent is C(Cl)Cl (methylene chloride), C(Cl)Cl (methylene chloride). Run at time 3 hour. Product: ClCC(=O)C1=CC(=C(C(=C1)C(C)(C)C)O)C(C)(C)C (2-chloro-1-(3,5-di-tert.butyl-4-hydroxyphenyl)-ethanone). RXN SMILES: S(Cl)([Cl:4])(=O)=O.[C:6]([C:10]1[CH:11]=[C:12]([C:21](=[O:23])[CH3:22])[CH:13]=[C:14]([C:17]([CH3:20])([CH3:19])[CH3:18])[C:15]=1[OH:16])([CH3:9])([CH3:8])[CH3:7]>C(Cl)Cl>[Cl:4][CH2:22][C:21]([C:12]1[CH:11]=[C:10]([C:6]([CH3:9])([CH3:7])[CH3:8])[C:15]([OH:16])=[C:14]([C:17]([CH3:20])([CH3:19])[CH3:18])[CH:13]=1)=[O:23]. Procedure details: 16.2 g (0.12 mol) of sulfuryl chloride in 50 ml of methylene chloride were added dropwise while stirring to a solution of 19.9 g (0.08 mol) of 1-(3,5-di-tert.butyl-4-hydroxyphenyl)-ethanone in 250 ml of methylene chloride at room temperature. After stirring for 3 hours at room temperature, the batch was washed by shaking first with water and then with a saturated sodium hydrogen carbonate solution, and the methylene chloride phase was dried over sodium sulfate and evaporated under reduced pressu... Reactants: C(C1=CC=CC=C1)OCCC1CCN(CC1)C=1C=NC=C(C1)OC[C@H]1N(CCC1)C(=O)OC(C)(C)C (3-[4-[2-(benzyloxy)ethyl]-1-piperidinyl]-5-[[1-(tert-butoxycarbonyl)-2(S)-pyrrolidinyl]methoxy]pyridine), Cl.CCOCC (HCl ether). Run in CO (MeOH). Run at time 8 hour. The product is Cl.C(C1=CC=CC=C1)OCCC1CCN(CC1)C=1C=NC=C(C1)OC[C@H]1NCCC1 (3-[4-[2-(Benzyloxy)ethyl]-1-piperidinyl]-5-[(2(S)-pyrrolidinyl)methoxy]pyridine Hydrochloride). As a reaction SMILES: [CH2:1]([O:8][CH2:9][CH2:10][CH:11]1[CH2:16][CH2:15][N:14]([C:17]2[CH:18]=[N:19][CH:20]=[C:21]([O:23][CH2:24][C@@H:25]3[CH2:29][CH2:28][CH2:27][N:26]3C(OC(C)(C)C)=O)[CH:22]=2)[CH2:13][CH2:12]1)[C:2]1[CH:7]=[CH:6][CH:5]=[CH:4][CH:3]=1.[ClH:37].CCOCC>CO>[ClH:37].[CH2:1]([O:8][CH2:9][CH2:10][CH:11]1[CH2:12][CH2:13][N:14]([C:17]2[CH:18]=[N:19][CH:20]=[C:21]([O:23][CH2:24][C@@H:25]3[CH2:29][CH2:28][CH2:27][NH:26]3)[CH:22]=2)[CH2:15][CH2:16]1)[C:2]1[CH:3]=[CH:4][CH:5]=[CH:6][CH:7]=1 |f:1.2,4.5|. Reported procedure: To a solution of 3-[4-[2-(benzyloxy)ethyl]-1-piperidinyl]-5-[[1-(tert-butoxycarbonyl)-2(S)-pyrrolidinyl]methoxy]pyridine (120 mg, 0.24 mmol) in MeOH (0.5 mL) was added 2N anhydrous HCl/ether (2 mL) under Ar at room temperature. The mixture was stirred at room temperature overnight. After the solvent was evaporated, the residue was dissolved in deionized water. The aqueous solution was washed three times with EtOAc, then filtered over a cotton plug. The water was removed under reduced pressure at... Reactants: II (iodine), BrC=1C=C(C=CC1)C(=C)C1=CC=C(C=C1)OC(F)(F)F (4-[1-(3-bromo-phenyl)-vinyl]-1-trifluoromethoxy-benzene), NC(=O)N (urea), N (ammonia). The reagents and catalysts are [Ag]OC#N (silver cyanate). Run in C(C)(=O)OCC (ethyl acetate), C(C)#N (acetonitrile), C(C)(=O)OCC (ethyl acetate), ClCCl (dichloromethane). Run at time 15 minute. Product: BrC=1C=C(C=CC1)C1(N=C(OC1)N)C1=CC=C(C=C1)OC(F)(F)F ((RS)-4-(3-Bromo-phenyl)-4-(4-trifluoromethoxy-phenyl)-4,5-dihydro-oxazol-2-ylamine). Yield: 45.0%. As a reaction SMILES: II.[Br:3][C:4]1[CH:5]=[C:6]([C:10]([C:12]2[CH:17]=[CH:16][C:15]([O:18][C:19]([F:22])([F:21])[F:20])=[CH:14][CH:13]=2)=[CH2:11])[CH:7]=[CH:8][CH:9]=1.N.[NH2:24][C:25]([NH2:27])=[O:26]>C(OCC)(=O)C.C(#N)C.[Ag]OC#N.ClCCl>[Br:3][C:4]1[CH:5]=[C:6]([C:10]2([C:12]3[CH:17]=[CH:16][C:15]([O:18][C:19]([F:20])([F:21])[F:22])=[CH:14][CH:13]=3)[CH2:11][O:26][C:25]([NH2:27])=[N:24]2)[CH:7]=[CH:8][CH:9]=1. Procedure details: A solution of iodine (2.92 g, 11.5 mmol) in ethyl acetate (50 mL) was added dropwise over 25 min to a mixture of 4-[1-(3-bromo-phenyl)-vinyl]-1-trifluoromethoxy-benzene (3.6 g, 10.5 mmol) and silver cyanate (1.88 g, 12.6 mmol) in acetonitrile (38 mL) and ethyl acetate (18 mL), cooled in an ice bath. After complete addition, the reaction suspension was stirred for another 15 min at room temperature when TLC indicated the complete conversion of starting material. The reaction mixture was filtered,... Procedure details: To the solution of ethyl 7-fluoro-2-(trifluoromethyl)-2H chromene-3-carboxylate (5 g, 34 mmol) in 100 mL of tetrachloromethane was added dropwise at room temperature a solution of bromine(10.5 mL, 204 mmol) in 20 mL of tetrachloromethane. The resulting solution was stirred for 24 hrs. To the reaction was added 500 mL of ethyl acetate. The resulting organic phase was then washed with aqueous sodium thiosulfite to remove excess bromine, and brine, then dried over anhydrous magnesium sulfate. After... Run in ClC(Cl)(Cl)Cl (tetrachloromethane), ClC(Cl)(Cl)Cl (tetrachloromethane). RXN SMILES: [F:1][C:2]1[CH:11]=[C:10]2[C:5]([CH:6]=[C:7]([C:16]([O:18][CH2:19][CH3:20])=[O:17])[CH:8]([C:12]([F:15])([F:14])[F:13])[O:9]2)=[CH:4][CH:3]=1.[Br:21]Br.C(OCC)(=O)C>ClC(Cl)(Cl)Cl>[Br:21][C:3]1[CH:4]=[C:5]2[C:10](=[CH:11][C:2]=1[F:1])[O:9][CH:8]([C:12]([F:14])([F:15])[F:13])[C:7]([C:16]([O:18][CH2:19][CH3:20])=[O:17])=[CH:6]2. The product is BrC=1C=C2C=C(C(OC2=CC1F)C(F)(F)F)C(=O)OCC (ethyl 6-bromo-7-fluoro-2-(trifluoromethyl)-2H-chromene-3-carboxylate). Starting materials: C(C)(=O)OCC (ethyl acetate), FC1=CC=C2C=C(C(OC2=C1)C(F)(F)F)C(=O)OCC (ethyl 7-fluoro-2-(trifluoromethyl)-2H chromene-3-carboxylate), BrBr (bromine). Reaction conditions: time 24 hour. The yield is 44.6%. Yields the product C=Cc1ccc(CC(=O)NC(C)C)cc1. Reaction SMILES: [CH3:30][c:31]1[cH:32][cH:33][cH:34][cH:35][cH:36]1.[CH3:37][CH2:38][O:39][C:40](=[O:41])[CH3:42].[CH:15](=[CH2:16])[Sn:17]([CH2:18][CH2:19][CH2:20][CH3:21])([CH2:22][CH2:23][CH2:24][CH3:25])[CH2:26][CH2:27][CH2:28][CH3:29].[CH:1]([CH3:2])([CH3:3])[NH:4][C:5]([CH2:6][c:7]1[cH:8][cH:9][c:10]([Br:13])[cH:11][cH:12]1)=[O:14]>>[CH:1]([CH3:2])([CH3:3])[NH:4][C:5]([CH2:6][c:7]1[cH:8][cH:9][c:10]([CH:15]=[CH2:16])[cH:11][cH:12]1)=[O:14]. Reactants: Cc1ccccc1, CCOC(C)=O, C=C[Sn](CCCC)(CCCC)CCCC, CC(C)NC(=O)Cc1ccc(Br)cc1. Starting materials: C(C)(C)(C)OC(=O)NC1=C(C=CC=C1)CC(=O)N1CC2C(CCC(C2C1)=O)(C1=CC=CC=C1)C1=CC=CC=C1 ((3aRS,7aRS)-2-[(2-tert-butoxycarbonylaminophenyl)acetyl]-7,7-diphenyl-4-perhydroisoindolone), solution, Cl (hydrochloric acid). The solvent is O1CCOCC1 (dioxane). Product: Cl.NC1=C(C=CC=C1)CC(=O)N1CC2C(CCC(C2C1)=O)(C1=CC=CC=C1)C1=CC=CC=C1 ((3aRS,7aRS)-2-[(2-aminophenyl)acetyl]-7,7-diphenyl-4-perhydroisoindolone hydrochloride). Reaction SMILES: C(OC([NH:8][C:9]1[CH:14]=[CH:13][CH:12]=[CH:11][C:10]=1[CH2:15][C:16]([N:18]1[CH2:26][CH:25]2[CH:20]([C:21]([C:34]3[CH:39]=[CH:38][CH:37]=[CH:36][CH:35]=3)([C:28]3[CH:33]=[CH:32][CH:31]=[CH:30][CH:29]=3)[CH2:22][CH2:23][C:24]2=[O:27])[CH2:19]1)=[O:17])=O)(C)(C)C.[ClH:40]>O1CCOCC1>[ClH:40].[NH2:8][C:9]1[CH:14]=[CH:13][CH:12]=[CH:11][C:10]=1[CH2:15][C:16]([N:18]1[CH2:26][CH:25]2[CH:20]([C:21]([C:34]3[CH:35]=[CH:36][CH:37]=[CH:38][CH:39]=3)([C:28]3[CH:29]=[CH:30][CH:31]=[CH:32][CH:33]=3)[CH2:22][CH2:23][C:24]2=[O:27])[CH2:19]1)=[O:17] |f:3.4|. Procedure details: (3aRS,7aRS)-2-[(2-tert-butoxycarbonylaminophenyl)acetyl]-7,7-diphenyl-4-perhydroisoindolone (1.5 g) is treated with a 5.7N solution (15 cc) of hydrochloric acid in dry dioxane at 20° C. for 4 hours. The reaction mixture is concentrated to dryness under reduced pressure (2.7 kPa) and the residue is purified by dissolving in acetonitrile (20 cc) and precipitating from isopropyl ether (30 cc). The solid is drained, washed with isopropyl ether and dried. (3aRS,7aRS)-2-[(2-aminophenyl)acetyl]-7,7-dip... Reactants: ClC1=CC=C2C(=NC=NC2=C1)C1=CC(=C(C(=C1)C)F)C (7-chloro-4-(4-fluoro-3,5-dimethylphenyl)quinazoline), [I-].FC(CC[Zn+])(F)F ((3,3,3-trifluoropropyl)zinc(II) iodide). Reagents/catalysts: C(C)(=O)O[Pd]OC(C)=O (diacetoxypalladium), C1(CCCCC1)P(C1=C(C=CC=C1)C=1C(=CC=CC1N(C)C)N(C)C)C1CCCCC1 (2′-(dicyclohexylphosphino)-N2,N2,N6,N6-tetramethyl-[1,1′-biphenyl]-2,6-diamine). The solvent is C1CCOC1 (THF). Yields the product FC1=C(C=C(C=C1C)C1=NC=NC2=CC(=CC=C12)CCC(F)(F)F)C (4-(4-fluoro-3,5-dimethylphenyl)-7-(3,3,3-trifluoropropyl)quinazoline). Yield: 98.8%. Reaction SMILES: Cl[C:2]1[CH:11]=[C:10]2[C:5]([C:6]([C:12]3[CH:17]=[C:16]([CH3:18])[C:15]([F:19])=[C:14]([CH3:20])[CH:13]=3)=[N:7][CH:8]=[N:9]2)=[CH:4][CH:3]=1.[I-].[F:22][C:23]([F:28])([F:27])[CH2:24][CH2:25][Zn+]>C(O[Pd]OC(=O)C)(=O)C.C1(P(C2CCCCC2)C2C=CC=CC=2C2C(N(C)C)=CC=CC=2N(C)C)CCCCC1.C1COCC1>[F:19][C:15]1[C:16]([CH3:18])=[CH:17][C:12]([C:6]2[C:5]3[C:10](=[CH:11][C:2]([CH2:25][CH2:24][C:23]([F:28])([F:27])[F:22])=[CH:3][CH:4]=3)[N:9]=[CH:8][N:7]=2)=[CH:13][C:14]=1[CH3:20] |f:1.2|. Procedure: 7-chloro-4-(4-fluoro-3,5-dimethylphenyl)quinazoline (2.75 g, 9.59 mmol), 2′-(dicyclohexylphosphino)-N2,N2,N6,N6-tetramethyl-[1,1′-biphenyl]-2,6-diamine (CPhos) (0.34 g, 0.77 mmol), and diacetoxypalladium (0.090 g, 0.38 mmol) and 100 mL anhydrous THF were placed in an oven dried three neck round bottom flask. The system was evacuated and purged with nitrogen three times. (3,3,3-trifluoropropyl)zinc(II) iodide (86 ml, 19.2 mmol) was added via syringe. Upon completion of the reaction, it was quench...